describe an organic reaction: reactants, conditions, products, and yield From a dataset of the Open Reaction Database (ORD), a public repository of structured organic reaction records. Reactants: C(C)[C@@H]1OC2=C(N(C1=O)CC)C=CC(=C2)C(=O)O ((S)-2,4-diethyl-3-oxo-3,4-dihydro-2H-1,4-benzoxazine-7-carboxylic acid), S(=O)(Cl)Cl (thionyl chloride). Yields the product C(C)[C@@H]1OC2=C(N(C1=O)CC)C=CC(=C2)C(=O)Cl ((S)-2,4-diethyl-3-oxo-3,4-dihydro-2H-1,4-benzoxazine-7-carbonyl chloride). Reaction SMILES: [CH2:1]([C@H:3]1[C:8](=[O:9])[N:7]([CH2:10][CH3:11])[C:6]2[CH:12]=[CH:13][C:14]([C:16]([OH:18])=O)=[CH:15][C:5]=2[O:4]1)[CH3:2].S(Cl)([Cl:21])=O>>[CH2:1]([C@H:3]1[C:8](=[O:9])[N:7]([CH2:10][CH3:11])[C:6]2[CH:12]=[CH:13][C:14]([C:16]([Cl:21])=[O:18])=[CH:15][C:5]=2[O:4]1)[CH3:2]. Reported procedure: A mixture of (S)-2,4-diethyl-3-oxo-3,4-dihydro-2H-1,4-benzoxazine-7-carboxylic acid (1.1 g) in thionyl chloride (15 ml) was stirred under reflux for 2 hours. Thionyl chloride was distilled off under reduced pressure to give (S)-2,4-diethyl-3-oxo-3,4-dihydro-2H-1,4-benzoxazine-7-carbonyl chloride (1.25 g).